This data is from the Open Reaction Database (ORD), a public repository of structured organic reaction records. The task is: describe an organic reaction: reactants, conditions, products, and yield Starting materials: ClC1=CC=2C(=NCC=3N(C2S1)C(=NN3)CO)C3=C(C=CC=C3)Cl (2-chloro-4-(o-chlorophenyl)-6H-thieno[3,2-f]-s-triazolo[4,3-a][1,4]diazepine-9-methanol), C(C)(=O)OC(C)=O (acetic anhydride). Run in N1=CC=CC=C1 (pyridine). Conditions: temperature 30 celsius. The product is C(C)(=O)OCC1=NN=C2N1C1=C(C(=NC2)C2=C(C=CC=C2)Cl)C=C(S1)Cl (9-acetoxymethyl-2-chloro-4-(o-chlorophenyl)-6H-thieno[3,2-f]-s-triazolo[4,3-a][1,4]-diazepine). Reaction SMILES: [Cl:1][C:2]1[S:11][C:10]2[N:9]3[C:12]([CH2:15][OH:16])=[N:13][N:14]=[C:8]3[CH2:7][N:6]=[C:5]([C:17]3[CH:22]=[CH:21][CH:20]=[CH:19][C:18]=3[Cl:23])[C:4]=2[CH:3]=1.[C:24](OC(=O)C)(=[O:26])[CH3:25]>N1C=CC=CC=1>[C:24]([O:16][CH2:15][C:12]1[N:9]2[C:10]3[S:11][C:2]([Cl:1])=[CH:3][C:4]=3[C:5]([C:17]3[CH:22]=[CH:21][CH:20]=[CH:19][C:18]=3[Cl:23])=[N:6][CH2:7][C:8]2=[N:14][N:13]=1)(=[O:26])[CH3:25]. Reported procedure: 1 g of 2-chloro-4-(o-chlorophenyl)-6H-thieno[3,2-f]-s-triazolo[4,3-a][1,4]diazepine-9-methanol is dissolved in 10 ml of absolute pyridine and treated with 1 ml of acetic anhydride. The solution is maintained at 30° C. for 15 hours and then evaporated under vacuum. The residue is partitioned between methylene chloride and water. The organic phase is washed with saturated sodium chloride solution, dried over sodium sulphate and evaporated. By recrystallization of the residue from ethyl acetate, th... Yields the product Nc1ccc(O)c2c1C(=O)c1c([N+](=O)[O-])ccc(O)c1C2=O. Reactants: CO, O=C1c2c(O)ccc([N+](=O)[O-])c2C(=O)c2c(O)ccc([N+](=O)[O-])c21, O=C1c2c(O)ccc([N+](=O)[O-])c2C(=O)c2c([N+](=O)[O-])ccc(O)c21, Oc1ccccc1. Reaction SMILES: [CH3:56][OH:57].[N+:1]([c:2]1[c:3]2[c:18]([c:19]([OH:20])[cH:21][cH:22]1)[C:16](=[O:17])[c:7]1[c:6]([c:14]([OH:15])[cH:13][cH:12][c:8]1[N+:9]([O-:10])=[O:11])[C:4]2=[O:5])([O-:23])=[O:24].[N+:25](=[O:26])([O-:27])[c:28]1[cH:29][cH:30][c:31]([OH:48])[c:32]2[c:41]1[C:40](=[O:42])[c:39]1[c:34]([c:35]([OH:46])[cH:36][cH:37][c:38]1[N+:43]([O-:44])=[O:45])[C:33]2=[O:47].[OH:49][c:50]1[cH:51][cH:52][cH:53][cH:54][cH:55]1>>[N+:25](=[O:26])([O-:27])[c:28]1[cH:29][cH:30][c:31]([OH:48])[c:32]2[c:41]1[C:40](=[O:42])[c:39]1[c:34]([c:35]([OH:46])[cH:36][cH:37][c:38]1[NH2:43])[C:33]2=[O:47]. The reactants are ClCCCl, Cl, CN(C)C=O, O, O, O=C(O)c1ccncc1, On1nnc2ccccc21, Nc1nc(-c2ccco2)c(C(=O)c2ccccn2)s1. The product is O=C(Nc1nc(-c2ccco2)c(C(=O)c2ccccn2)s1)c1ccncc1. Reaction SMILES: [CH2:29]([Cl:30])[CH2:31][Cl:32].[ClH:33].[O:45]=[CH:46][N:47]([CH3:48])[CH3:49].[OH2:34].[OH2:50].[OH:20][C:21](=[O:22])[c:23]1[cH:24][cH:25][n:26][cH:27][cH:28]1.[OH:35][n:36]1[c:37]2[cH:38][cH:39][cH:40][cH:41][c:42]2[n:43][n:44]1.[n:1]1[c:2]([C:7](=[O:8])[c:9]2[c:10](-[c:15]3[o:16][cH:17][cH:18][cH:19]3)[n:11][c:12]([NH2:14])[s:13]2)[cH:3][cH:4][cH:5][cH:6]1>>[n:1]1[c:2]([C:7](=[O:8])[c:9]2[c:10](-[c:15]3[o:16][cH:17][cH:18][cH:19]3)[n:11][c:12]([NH:14][C:21](=[O:20])[c:23]3[cH:24][cH:25][n:26][cH:27][cH:28]3)[s:13]2)[cH:3][cH:4][cH:5][cH:6]1. Starting materials: CCOC(C)(OCC)OCC, CC(=O)O, CC#N, Nc1nc(S(=O)(=O)Nc2c(Cl)cccc2Cl)n[nH]1. Product: CCOC(C)=Nc1nc(S(=O)(=O)Nc2c(Cl)cccc2Cl)n[nH]1. As a reaction SMILES: [C:19]([CH3:20])([O:21][CH2:22][CH3:23])([O:24][CH2:25][CH3:26])[O:27][CH2:28][CH3:29].[CH3:30][C:31](=[O:32])[OH:33].[CH3:34][C:35]#[N:36].[NH2:1][c:2]1[n:3][c:4]([S:7](=[O:8])(=[O:9])[NH:10][c:11]2[c:12]([Cl:18])[cH:13][cH:14][cH:15][c:16]2[Cl:17])[n:5][nH:6]1>>[N:1]([c:2]1[n:3][c:4]([S:7](=[O:8])(=[O:9])[NH:10][c:11]2[c:12]([Cl:18])[cH:13][cH:14][cH:15][c:16]2[Cl:17])[n:5][nH:6]1)=[C:19]([CH3:20])[O:21][CH2:22][CH3:23]. The reactants are C(C=C)C1CCCCC=2N1C(ON2)=O (6,7,8,9-tetrahydro-5-(2-propenyl)-3H,5H-[1,2,4]oxadiazolo[4,3-a]azepin-3-one), I(=O)(=O)(=O)[O-].[Na+] (sodium periodate). The reagents and catalysts are [Os](=O)(=O)(=O)=O (osmium tetraoxide), [Os](=O)=O (osmium dioxide), [Os](=O)(=O)(=O)=O (osmium tetraoxide). Solvent: O1CCOCC1 (dioxane), O (water), CCCCO.O (n-BuOH H2O). Reaction conditions: time 1 day. Yields the product O=C1ON=C2N1C(CCCC2)CC=O (6,7,8,9-tetrahydro-3-oxo-3H,5H-[1,2,4]oxadiazolo[4,3-a]azepine-5-acetaldehyde). Yield: 67.0%. Reaction SMILES: [CH2:1]([CH:4]1[N:10]2[C:11](=[O:14])[O:12][N:13]=[C:9]2[CH2:8][CH2:7][CH2:6][CH2:5]1)[CH:2]=C.I([O-])(=O)(=O)=[O:16].[Na+]>O1CCOCC1.O.CCCCO.O.[Os](=O)(=O)(=O)=O.[Os](=O)=O>[O:14]=[C:11]1[N:10]2[CH:4]([CH2:1][CH:2]=[O:16])[CH2:5][CH2:6][CH2:7][CH2:8][C:9]2=[N:13][O:12]1 |f:1.2,5.6|. Procedure: EX-8) To a solution of the product of Example 6 in dioxane (200 mL) and water (135 mL) was added sodium periodate (15.11 g, 0.071 mol) and osmium tetraoxide (12 drops of a 1 ppm solution of osmium dioxide in n-BuOH/H2O). The reaction was stirred at room temperature and monitor by thin layer chromatography for one day. Since the starting material had not completely reacted, additional osmium tetraoxide (12 drops of 1 ppm solution of osmium dioxide in n-BuOH/H2O) was added. A white precipitate was...